From a dataset of the Open Reaction Database (ORD), a public repository of structured organic reaction records. describe an organic reaction: reactants, conditions, products, and yield The reactants are CN(C=1C=CC(=C(C(=O)O)C1)[N+](=O)[O-])C (5-dimethylamino-2-nitrobenzoic acid), NCC1CCN(CC1)C(C1=CC=CC=C1)C1=CC=CC=C1 (4-aminomethyl-1-diphenylmethylpiperidine), 1-(3-dimethylamino-propyl)-3-ethylcarbodiimido hydrochloride. Reagents/catalysts: CN(C1=CC=NC=C1)C (4-dimethylaminopyridine). Solvent: ClCCl (dichloromethane). Conditions: temperature 0 celsius, time 1 hour. The product is CN(C=1C=CC(=C(C(=O)NCC2CCN(CC2)C(C2=CC=CC=C2)C2=CC=CC=C2)C1)[N+](=O)[O-])C (5-dimethylamino-2-nitro-N-[(1-diphenylmethyl-piperidin-4-yl)methyl]benzamide). Yield: 47.0%. As a reaction SMILES: [CH3:1][N:2]([CH3:15])[C:3]1[CH:4]=[CH:5][C:6]([N+:12]([O-:14])=[O:13])=[C:7]([CH:11]=1)[C:8]([OH:10])=O.[NH2:16][CH2:17][CH:18]1[CH2:23][CH2:22][N:21]([CH:24]([C:31]2[CH:36]=[CH:35][CH:34]=[CH:33][CH:32]=2)[C:25]2[CH:30]=[CH:29][CH:28]=[CH:27][CH:26]=2)[CH2:20][CH2:19]1>CN(C)C1C=CN=CC=1.ClCCl>[CH3:15][N:2]([CH3:1])[C:3]1[CH:4]=[CH:5][C:6]([N+:12]([O-:14])=[O:13])=[C:7]([CH:11]=1)[C:8]([NH:16][CH2:17][CH:18]1[CH2:23][CH2:22][N:21]([CH:24]([C:31]2[CH:36]=[CH:35][CH:34]=[CH:33][CH:32]=2)[C:25]2[CH:26]=[CH:27][CH:28]=[CH:29][CH:30]=2)[CH2:20][CH2:19]1)=[O:10]. Procedure details: Step 1): A mixture of 5-dimethylamino-2-nitrobenzoic acid [J. Med. Chem., 24, 742 (1981)](9.0 g, 40 mmol), 4-aminomethyl-1-diphenylmethylpiperidine (12.0 g, 40 mmol), 1-(3-dimethylamino-propyl)-3-ethylcarbodiimido hydrochloride (WSC) (8.0 g, 40 mmol) and 4-dimethylaminopyridine (DMAP) (5 g, 40 mmol) in dichloromethane (400 ml) was stirred at 0° C. for 1 hour, then at room temperature for 3 days. The reaction mixture was washed with 1N HCl, then water. The organic layer was dried (MgSO4) and conc... Yields the product CN1CCN(C(CN2CCNCC2)c2ccc(F)cc2)CC1. Reactants: CCOC(=O)N1CCN(CC(c2ccc(F)cc2)N2CCN(C)CC2)CC1, CCO, [K+], [OH-], O. As a reaction SMILES: [CH2:1]([O:2][C:3](=[O:4])[N:6]1[CH2:7][CH2:8][N:9]([CH2:12][CH:13]([N:14]2[CH2:15][CH2:16][N:17]([CH3:20])[CH2:18][CH2:19]2)[c:21]2[cH:22][cH:23][c:24]([F:27])[cH:25][cH:26]2)[CH2:10][CH2:11]1)[CH3:5].[CH3:31][CH2:32][OH:33].[K+:29].[OH-:28].[OH2:30]>>[NH:6]1[CH2:7][CH2:8][N:9]([CH2:12][CH:13]([N:14]2[CH2:15][CH2:16][N:17]([CH3:20])[CH2:18][CH2:19]2)[c:21]2[cH:22][cH:23][c:24]([F:27])[cH:25][cH:26]2)[CH2:10][CH2:11]1. Reactants: FC1=CC=C(C=C1)CCS(=O)(=O)Cl (2-(4-fluoro-phenyl)-ethanesulfonyl chloride), ice, C(C)(C)(C)OC(NCC1CCNCC1)=O (piperidin-4-ylmethyl-carbamic acid tert-butyl ester), C(C)(C)N(C(C)C)CC (N,N-diisopropylethyl amine). The solvent is ClCCl (dichloromethane), C(Cl)(Cl)Cl (chloroform). Reaction conditions: time 8 hour. Yields the product C(C)(C)(C)OC(NCC1CCN(CC1)S(=O)(=O)CCC1=CC=C(C=C1)F)=O ({1-[2-(4-Fluoro-phenyl)-ethanesulfonyl]-piperidin-4-ylmethyl}-carbamic acid tert-butyl ester). RXN SMILES: [C:1]([O:5][C:6](=[O:15])[NH:7][CH2:8][CH:9]1[CH2:14][CH2:13][NH:12][CH2:11][CH2:10]1)([CH3:4])([CH3:3])[CH3:2].C(N(CC)C(C)C)(C)C.[F:25][C:26]1[CH:31]=[CH:30][C:29]([CH2:32][CH2:33][S:34](Cl)(=[O:36])=[O:35])=[CH:28][CH:27]=1>ClCCl.C(Cl)(Cl)Cl>[C:1]([O:5][C:6](=[O:15])[NH:7][CH2:8][CH:9]1[CH2:10][CH2:11][N:12]([S:34]([CH2:33][CH2:32][C:29]2[CH:30]=[CH:31][C:26]([F:25])=[CH:27][CH:28]=2)(=[O:35])=[O:36])[CH2:13][CH2:14]1)([CH3:4])([CH3:2])[CH3:3]. Procedure details: To an ice cold, stirred solution of 0.2 g of piperidin-4-ylmethyl-carbamic acid tert-butyl ester and 0.2 mL of N,N-diisopropylethyl amine in 20 mL of dichloromethane was added 0.3 g of 2-(4-fluoro-phenyl)-ethanesulfonyl chloride. After stirring overnight, the mixture was diluted with 50 mL of chloroform, washed with 50 mL of saturated sodium carbonate, dried over magnesium sulfate and concentrated to dryness under reduced pressure. Trituration with hexane gave a white solid: